From a dataset of the Open Reaction Database (ORD), a public repository of structured organic reaction records. describe an organic reaction: reactants, conditions, products, and yield The reactants are COC(=O)c1cc(Br)cc(C(=O)NC(C(=O)N2CCC(O)(c3ccc(Cl)cc3)C(C)(C)C2)C(C)C)c1, CCCC[Sn](CCCC)(CCCC)c1ccccn1, Cc1ccccc1, CO, c1ccc(P(c2ccccc2)(c2ccccc2)[Pd](P(c2ccccc2)(c2ccccc2)c2ccccc2)(P(c2ccccc2)(c2ccccc2)c2ccccc2)P(c2ccccc2)(c2ccccc2)c2ccccc2)cc1. The product is COC(=O)c1cc(C(=O)NC(C(=O)N2CCC(O)(c3ccc(Cl)cc3)C(C)(C)C2)C(C)C)cc(-c2ccccn2)c1. As a reaction SMILES: [Br:1][c:2]1[cH:3][c:4]([C:5](=[O:6])[O:7][CH3:8])[cH:9][c:10]([C:12]([NH:13][CH:14]([C:15](=[O:16])[N:17]2[CH2:18][C:19]([CH3:31])([CH3:32])[C:20]([OH:23])([c:24]3[cH:25][cH:26][c:27]([Cl:30])[cH:28][cH:29]3)[CH2:21][CH2:22]2)[CH:33]([CH3:34])[CH3:35])=[O:36])[cH:11]1.[CH2:37]([Sn:38]([CH2:39][CH2:40][CH2:41][CH3:48])([c:42]1[n:43][cH:44][cH:45][cH:46][cH:47]1)[CH2:49][CH2:50][CH2:51][CH3:52])[CH2:53][CH2:54][CH3:55].[CH3:56][c:57]1[cH:58][cH:59][cH:60][cH:61][cH:62]1.[CH3:63][OH:64].[cH:65]1[cH:66][cH:67][c:68]([P:69]([Pd:70]([P:71]([c:72]2[cH:73][cH:74][cH:75][cH:76][cH:77]2)([c:78]2[cH:79][cH:80][cH:81][cH:82][cH:83]2)[c:84]2[cH:85][cH:86][cH:87][cH:88][cH:89]2)([P:90]([c:91]2[cH:92][cH:93][cH:94][cH:95][cH:96]2)([c:97]2[cH:98][cH:99][cH:100][cH:101][cH:102]2)[c:103]2[cH:104][cH:105][cH:106][cH:107][cH:108]2)[P:109]([c:110]2[cH:111][cH:112][cH:113][cH:114][cH:115]2)([c:116]2[cH:117][cH:118][cH:119][cH:120][cH:121]2)[c:122]2[cH:123][cH:124][cH:125][cH:126][cH:127]2)([c:128]2[cH:129][cH:130][cH:131][cH:132][cH:133]2)[c:134]2[cH:135][cH:136][cH:137][cH:138][cH:139]2)[cH:140][cH:141]1>>[c:2]1(-[c:42]2[n:43][cH:44][cH:45][cH:46][cH:47]2)[cH:3][c:4]([C:5](=[O:6])[O:7][CH3:8])[cH:9][c:10]([C:12]([NH:13][CH:14]([C:15](=[O:16])[N:17]2[CH2:18][C:19]([CH3:31])([CH3:32])[C:20]([OH:23])([c:24]3[cH:25][cH:26][c:27]([Cl:30])[cH:28][cH:29]3)[CH2:21][CH2:22]2)[CH:33]([CH3:34])[CH3:35])=[O:36])[cH:11]1. The reactants are C(C)OC(=O)C1(CC2=CC=CC=C2C1)C(NC1=CC=CC=2CCCCC12)=O (2-(5,6,7,8-tetrahydro-napthalene-1-yl-carbamoyl)-indan-2-carboxylic acid ethyl ester), [Li+].[OH-] (LiOH), O1CCOCC1 (1,4-dioxane), CO (MeOH). Reaction conditions: time 14 hour. As a reaction SMILES: C([O:3][C:4]([C:6]1([C:15](=[O:27])[NH:16][C:17]2[C:26]3[CH2:25][CH2:24][CH2:23][CH2:22][C:21]=3[CH:20]=[CH:19][CH:18]=2)[CH2:14][C:13]2[C:8](=[CH:9][CH:10]=[CH:11][CH:12]=2)[CH2:7]1)=[O:5])C.O1CCOCC1.CO.[Li+].[OH-]>CO.C(Cl)Cl.O>[C:17]1([NH:16][C:15]([C:6]2([C:4]([OH:5])=[O:3])[CH2:14][C:13]3[C:8](=[CH:9][CH:10]=[CH:11][CH:12]=3)[CH2:7]2)=[O:27])[C:26]2[CH2:25][CH2:24][CH2:23][CH2:22][C:21]=2[CH:20]=[CH:19][CH:18]=1 |f:3.4,5.6|. Isolated yield 85.2%. Reported procedure: A 100 mL flask containing 2-(5,6,7,8-tetrahydro-napthalene-1-yl-carbamoyl)-indan-2-carboxylic acid ethyl ester (0.23 g, 0.63 mmol) is charged with 1,4-dioxane (4 mL) and MeOH (4 mL). A stirring bar is added and stirring is initiated. After dissolution, water (2 mL) is added followed by the LiOH (67 mg, 1.58 mmol). After 14 h, tlc analysis (silica, 10% MeOH/DCM) indicates that the starting material is completely consumed. The pH of the reaction mixture is carefully adjusted to pH 2 by slowly addi... Solvent: CO.C(Cl)Cl (MeOH DCM), O (water). Yields the product C1(=CC=CC=2CCCCC12)NC(=O)C1(CC2=CC=CC=C2C1)C(=O)O (2-(5,6,7,8-Tetrahydro-naphthalen-1-ylcarbamoyl)-indan-2-carboxylic acid). Starting materials: C(=C)P(O)(O)=O (Vinylphosphonic acid), P(OCCCl)(OCCCl)OCCCl (tris(2-chloroethyl) phosphite), P(Cl)(Cl)Cl (Phosphorus trichloride), C1CO1 (ethylene oxide). Yields the product ClCCP(OCCCl)(OCCCl)=O (bis(2-chloroethyl) 2-chloroethylphosphonate). As a reaction SMILES: [CH:1](P(=O)(O)O)=[CH2:2].P(Cl)(Cl)[Cl:8].C1OC1.[P:14]([O:23][CH2:24][CH2:25][Cl:26])([O:19][CH2:20][CH2:21][Cl:22])[O:15]CCCl>>[Cl:8][CH2:1][CH2:2][P:14](=[O:15])([O:19][CH2:20][CH2:21][Cl:22])[O:23][CH2:24][CH2:25][Cl:26]. Procedure details: Vinylphosphonic acid, CH2 =CH--PO(OH)2, can be prepared in a known manner by the following method: Phosphorus trichloride is reacted with ethylene oxide, the resulting tris(2-chloroethyl) phosphite is rearranged to give bis(2-chloroethyl) 2-chloroethylphosphonate, followed by reaction of the bis(2-chloroethyl) 2-chloroethylphosphonate with phosgene in the presence of suitable catalysts to give 2-chloroethylphosphonic dichloride (German Patent No. 2,132,962). The 2-chloroethylphosphonic dichlorid... Reactants: C(C)(C)(C)C1=CC=C(C=C1)S(=O)(=O)N1CC2=C(NC3=C1C=C(C=C3)C3=NNC(O3)=O)N=C(C=C2)C(F)(F)F (5-[6-[(4-tert-Butylphenyl)sulfonyl]-2-(trifluoromethyl)-6,11-dihydro-5H-pyrido-[2,3-b][1,5]benzodiazepin-8-yl]-1,3,4-oxadiazol-2(3H)-one), C([O-])([O-])=O.[Cs+].[Cs+] (cesium carbonate), IC (iodomethane). Solvent: CN(C)C=O (DMF). Run at time 1.5 hour. Product: C(C)(C)(C)C1=CC=C(C=C1)S(=O)(=O)N1CC2=C(NC3=C1C=C(C=C3)C3=NN(C(O3)=O)C)N=C(C=C2)C(F)(F)F (5-[6-[(4-tert-Butylphenyl)sulfonyl]-2-(trifluoromethyl)-6,11-dihydro-5H-pyrido[2,3-b][1,5]benzodiazepin-8-yl]-3-methyl-1,3,4-oxadiazol-2(3H)-one). Reaction SMILES: [C:1]([C:5]1[CH:10]=[CH:9][C:8]([S:11]([N:14]2[C:20]3[CH:21]=[C:22]([C:25]4[O:29][C:28](=[O:30])[NH:27][N:26]=4)[CH:23]=[CH:24][C:19]=3[NH:18][C:17]3[N:31]=[C:32]([C:35]([F:38])([F:37])[F:36])[CH:33]=[CH:34][C:16]=3[CH2:15]2)(=[O:13])=[O:12])=[CH:7][CH:6]=1)([CH3:4])([CH3:3])[CH3:2].[C:39](=O)([O-])[O-].[Cs+].[Cs+].IC>CN(C=O)C>[C:1]([C:5]1[CH:10]=[CH:9][C:8]([S:11]([N:14]2[C:20]3[CH:21]=[C:22]([C:25]4[O:29][C:28](=[O:30])[N:27]([CH3:39])[N:26]=4)[CH:23]=[CH:24][C:19]=3[NH:18][C:17]3[N:31]=[C:32]([C:35]([F:37])([F:36])[F:38])[CH:33]=[CH:34][C:16]=3[CH2:15]2)(=[O:12])=[O:13])=[CH:7][CH:6]=1)([CH3:4])([CH3:2])[CH3:3] |f:1.2.3|. Procedure: To a solution of 5-[6-[(4-tert-butylphenyl)sulfonyl]-2-(trifluoromethyl)-6,11-dihydro-5H-pyrido[2,3-b][1,5]benzodiazepin-8-yl]-1,3,4-oxadiazol-2(3H)-one (Example 441, 10 mg, 0.0183 mmol) in DMF (0.10 mL) was added cesium carbonate (6 mg, 0.0183 mmol) and iodomethane (0.0011 mL, 0.0183 mmol). After stirring at rt for 1.5 h, the reaction mixture was quenched with water, and the product was extracted with EtOAc (3×). The combined extracts were washed with water and brine, dried (MgSO4) and concentr... Reactants: O=C([O-])O, CC(=O)OC(C)=O, CC(=O)O, COc1c(C)cc(N)cc1C, [Na+], O. The product is COc1c(C)cc(NC(C)=O)cc1C. RXN SMILES: [C:23](=[O:24])([OH:25])[O-:26].[CH3:12][C:13](=[O:14])[O:15][C:16](=[O:17])[CH3:18].[CH3:19][C:20](=[O:21])[OH:22].[NH2:1][c:2]1[cH:3][c:4]([CH3:11])[c:5]([O:9][CH3:10])[c:6]([CH3:8])[cH:7]1.[Na+:27].[OH2:28]>>[NH:1]([c:2]1[cH:3][c:4]([CH3:11])[c:5]([O:9][CH3:10])[c:6]([CH3:8])[cH:7]1)[C:13]([CH3:12])=[O:14]. Reactants: FC=1C=C(C=C(C1)F)CC(=O)N[C@@H](C)C(=O)O (N-(3,5-Difluorophenylacetyl)-L-alanine), N[C@@H]1CC(=O)NCCC1 (3-(S)-amino-ε-caprolactam). The product is FC=1C=C(C=C(C1)F)CC(=O)N[C@@H](C)C(=O)N[C@@H]1CC(=O)NCCC1 (3-(S)-(N′-(3,5-Difluorophenylacetyl)-L-alaninyl)amino-ε-caprolactam). As a reaction SMILES: [F:1][C:2]1[CH:3]=[C:4]([CH2:9][C:10]([NH:12][C@H:13]([C:15]([OH:17])=O)[CH3:14])=[O:11])[CH:5]=[C:6]([F:8])[CH:7]=1.[NH2:18][C@H:19]1[CH2:26][CH2:25][CH2:24][NH:23][C:21](=[O:22])[CH2:20]1>>[F:8][C:6]1[CH:5]=[C:4]([CH2:9][C:10]([NH:12][C@H:13]([C:15]([NH:18][C@H:19]2[CH2:26][CH2:25][CH2:24][NH:23][C:21](=[O:22])[CH2:20]2)=[O:17])[CH3:14])=[O:11])[CH:3]=[C:2]([F:1])[CH:7]=1. Procedure: Following General Procedure B above using N-(3,5-difluorophenylacetyl)-L-alanine (Example B) and 3-(S)-amino-ε-caprolactam (Aldrich), the title compound was prepared as a solid having a melting point>225° C. The reaction was monitored by tlc on silica gel (Rf=0.36 in 1:9 methanol/dichloromethane).